From a dataset of the Open Reaction Database (ORD), a public repository of structured organic reaction records. describe an organic reaction: reactants, conditions, products, and yield Starting materials: ClC=1C=C(C=CC1Cl)SCS(=O)(=O)N (1-((3,4-dichlorophenyl)thio)methanesulfonamide), OO (hydrogen peroxide), OO (hydrogen peroxide). The solvent is C(C)(=O)O (acetic acid), C(C)(=O)O (acetic acid). Reaction conditions: time 7 hour. The product is ClC=1C=C(C=CC1Cl)S(=O)CS(=O)(=O)N (1-((3,4-Dichlorophenyl)sulfinyl)methanesulfonamide). As a reaction SMILES: [Cl:1][C:2]1[CH:3]=[C:4]([S:9][CH2:10][S:11]([NH2:14])(=[O:13])=[O:12])[CH:5]=[CH:6][C:7]=1[Cl:8].[OH:15]O>C(O)(=O)C>[Cl:1][C:2]1[CH:3]=[C:4]([S:9]([CH2:10][S:11]([NH2:14])(=[O:12])=[O:13])=[O:15])[CH:5]=[CH:6][C:7]=1[Cl:8]. Reported procedure: To a solution of 0.50 g. (0.0018 mol.) of 1-((3,4-dichlorophenyl)thio)methanesulfonamide in 25 ml. of glacial acetic acid is added 0.10 g. of 30% hydrogen peroxide, and the reaction mixture is heated at 65° to 70° C. The progress of the reaction is followed by nuclear magnetic resonance spectroscopy, and over a period of 7 hours an additional 0.37 g. of 30% hydrogen peroxide is added in small incremental amounts. After the 7 hour reaction period, the acetic acid solution is allowed to cool, and ... The reactants are NCCCCN1CCC(CC1)C=1C=C(C=CC1)NC(C(C)C)=O (N-{3-[1-(4-aminobutyl)-4-piperidinyl]phenyl}-2-methylpropanamide), ClC1=C(C=CC=C1)C1=NOC(=C1C(=O)Cl)C (3-(2-chlorophenyl)-5-methyl-4-isoxazolecarbonyl chloride). Solvent: C1CCOC1.C(Cl)Cl (THF DCM). Product: ClC1=C(C=CC=C1)C1=NOC(=C1C(=O)NCCCCN1CCC(CC1)C1=CC(=CC=C1)NC(C(C)C)=O)C (3-(2-CHLOROPHENYL)-N-(4-{4-[3-(ISOBUTYRYLAMINO)PHENYL]-1-PIPERIDINYL}BUTYL)-5-METHYL-4-ISOXAZOLECARBOXAMIDE). RXN SMILES: [NH2:1][CH2:2][CH2:3][CH2:4][CH2:5][N:6]1[CH2:11][CH2:10][CH:9]([C:12]2[CH:13]=[C:14]([NH:18][C:19](=[O:23])[CH:20]([CH3:22])[CH3:21])[CH:15]=[CH:16][CH:17]=2)[CH2:8][CH2:7]1.[Cl:24][C:25]1[CH:30]=[CH:29][CH:28]=[CH:27][C:26]=1[C:31]1[C:35]([C:36](Cl)=[O:37])=[C:34]([CH3:39])[O:33][N:32]=1>C1COCC1.C(Cl)Cl>[Cl:24][C:25]1[CH:30]=[CH:29][CH:28]=[CH:27][C:26]=1[C:31]1[C:35]([C:36]([NH:1][CH2:2][CH2:3][CH2:4][CH2:5][N:6]2[CH2:7][CH2:8][CH:9]([C:12]3[CH:17]=[CH:16][CH:15]=[C:14]([NH:18][C:19](=[O:23])[CH:20]([CH3:21])[CH3:22])[CH:13]=3)[CH2:10][CH2:11]2)=[O:37])=[C:34]([CH3:39])[O:33][N:32]=1 |f:2.3|. Procedure: Prepared by Procedure Q2 (THF/DCM, 1:3) and Scheme AT using N-{3-[1-(4-aminobutyl)-4-piperidinyl]phenyl}-2-methylpropanamide and 3-(2-chlorophenyl)-5-methyl-4-isoxazolecarbonyl chloride: ESMS m/e: 537.0 (M+H)+. Reactants: C(C1=CC=CC=C1)OC(=O)NCCC[C@@H]1C(N[C@@H](C(N1)=O)CC1=CN(C2=CC=CC=C12)C)=O ((3R,6R)-3-(3-benzyloxycarbonylaminopropyl)-6-(1-methylindol-3-ylmethyl)piperazine-2,5-dione). Run in C(C)O (ethanol). Product: NCCC[C@@H]1C(N[C@@H](C(N1)=O)CC1=CN(C2=CC=CC=C12)C)=O ((3R,6R)-3-(3-aminopropyl)-6-(1-methylindol-3-ylmethyl)piperazine-2,5-dione). Reaction SMILES: C(OC([NH:11][CH2:12][CH2:13][CH2:14][C@H:15]1[NH:20][C:19](=[O:21])[C@@H:18]([CH2:22][C:23]2[C:31]3[C:26](=[CH:27][CH:28]=[CH:29][CH:30]=3)[N:25]([CH3:32])[CH:24]=2)[NH:17][C:16]1=[O:33])=O)C1C=CC=CC=1>C(O)C>[NH2:11][CH2:12][CH2:13][CH2:14][C@H:15]1[NH:20][C:19](=[O:21])[C@@H:18]([CH2:22][C:23]2[C:31]3[C:26](=[CH:27][CH:28]=[CH:29][CH:30]=3)[N:25]([CH3:32])[CH:24]=2)[NH:17][C:16]1=[O:33]. Reported procedure: A solution of (3R,6R)-3-(3-benzyloxycarbonylaminopropyl)-6-(1-methylindol-3-ylmethyl)piperazine-2,5-dione (1.2 g) in ethanol (240 ml) containing 10% paradium on charcoal (0.6 g) was hydrogenated at ambient temperature and atmospheric pressure. After catalyst was filtered off and solvent was evaporated, crude solid was taken up with ethanol, and dried in vacuo to give (3R,6R)-3-(3-aminopropyl)-6-(1-methylindol-3-ylmethyl)piperazine-2,5-dione.